From a dataset of the Open Reaction Database (ORD), a public repository of structured organic reaction records. describe an organic reaction: reactants, conditions, products, and yield The reactants are N[C@H](CCC)C(=O)O (H-D-Nva-OH), C(=O)(OCC1=CC=CC=C1)Cl (carbobenzoxy chloride). Solvent: [OH-].[Na+] (sodium hydroxide). Yields the product N([C@H](CCC)C(=O)O)C(=O)OCC1=CC=CC=C1 (Z-D-Nva-OH). RXN SMILES: [NH2:1][C@@H:2]([C:6]([OH:8])=[O:7])[CH2:3][CH2:4][CH3:5].[C:9](Cl)([O:11][CH2:12][C:13]1[CH:18]=[CH:17][CH:16]=[CH:15][CH:14]=1)=[O:10]>[OH-].[Na+]>[NH:1]([C:9]([O:11][CH2:12][C:13]1[CH:18]=[CH:17][CH:16]=[CH:15][CH:14]=1)=[O:10])[C@@H:2]([C:6]([OH:8])=[O:7])[CH2:3][CH2:4][CH3:5] |f:2.3|. Procedure details: In the routine manner, H-D-Nva-OH is reacted with carbobenzoxy chloride in 2 N sodium hydroxide and the resultant compound is recrystallized from ethyl acetatepetroleum benzine. The procedure gives needles melting at 83°-84° C. Starting materials: CCOC(=O)c1c(C(F)(F)F)nc(OC)c(C(N)=O)c1OC, O=P(Cl)(Cl)Cl. Yields the product CCOC(=O)c1c(C(F)(F)F)nc(OC)c(C#N)c1OC. Reaction SMILES: [NH2:1][C:2](=[O:3])[c:4]1[c:5]([O:21][CH3:22])[c:6]([C:16](=[O:17])[O:18][CH2:19][CH3:20])[c:7]([C:12]([F:13])([F:14])[F:15])[n:8][c:9]1[O:10][CH3:11].[P:23]([Cl:24])([Cl:25])([Cl:26])=[O:27]>>[N:1]#[C:2][c:4]1[c:5]([O:21][CH3:22])[c:6]([C:16](=[O:17])[O:18][CH2:19][CH3:20])[c:7]([C:12]([F:13])([F:14])[F:15])[n:8][c:9]1[O:10][CH3:11]. Reactants: Cc1ccccc1, Cc1ccoc1C(=O)O, O=S(Cl)Cl. Yields the product Cc1ccoc1C(=O)Cl. RXN SMILES: [CH3:14][c:15]1[cH:16][cH:17][cH:18][cH:19][cH:20]1.[CH3:1][c:2]1[c:3]([C:7](=[O:8])[OH:9])[o:4][cH:5][cH:6]1.[S:10]([Cl:11])([Cl:12])=[O:13]>>[CH3:1][c:2]1[c:3]([C:7](=[O:9])[Cl:12])[o:4][cH:5][cH:6]1. The reactants are ClCCCl, CC1CN(C(=O)C(F)(F)F)CCc2ccc(Cl)cc21, O, O=S(=O)(O)C(F)(F)F. The product is CC1CN(C(=O)C(F)(F)F)CCc2cc(F)c(Cl)cc21. Reaction SMILES: [Cl:29][CH2:30][CH2:31][Cl:32].[F:1][C:2]([C:3](=[O:4])[N:5]1[CH2:6][CH2:7][c:8]2[c:9]([cH:13][c:14]([Cl:17])[cH:15][cH:16]2)[CH:10]([CH3:12])[CH2:11]1)([F:18])[F:19].[OH2:28].[OH:20][S:21]([C:22]([F:23])([F:24])[F:25])(=[O:26])=[O:27]>>[F:1][C:2]([C:3](=[O:4])[N:5]1[CH2:6][CH2:7][c:8]2[c:9]([cH:13][c:14]([Cl:17])[c:15]([F:25])[cH:16]2)[CH:10]([CH3:12])[CH2:11]1)([F:18])[F:19]. Starting materials: N(=C=O)[C@]12[C@@H]([C@H]3CC[C@@H]4[C@]5(CC=C(C([C@@H]5CC[C@]4([C@@]3(CC1)C)C)(C)C)C1=CC=C(C(=O)OC)C=C1)C)[C@@H](CC2)C(=C)C (methyl 4-((1R,3aS,5aR,5bR,7aR,11aS,11bR,13aR,13bR)-3a-isocyanato-5a,5b,8,8,11a-pentamethyl-1-(prop-1-en-2-yl)-2,3,3a,4,5,5a,5b,6,7,7a,8,11,11a,11b,12,13,13a,13b-octadecahydro-1H-cyclopenta[a]chrysen-9-yl)benzoate), CN(CCNC(N[C@]12[C@@H]([C@H]3CC[C@@H]4[C@]5(CC=C(C([C@@H]5CC[C@]4([C@@]3(CC1)C)C)(C)C)C1=CC=C(C(=O)O)C=C1)C)[C@@H](CC2)C(=C)C)=O)C (4-((1R,3aS,5aR,5bR,7aR,11aS,11bR,13aR,13bR)-3a-(3-(2-(dimethylamino)ethyl)ureido)-5a,5b,8,8,11a-pentamethyl-1-(prop-1-en-2-yl)-2,3,3a,4,5,5a,5b,6,7,7a,8,11,11a,11b,12,13,13a,13b-octadecahydro-1H-cyclopenta[a]chrysen-9-yl)benzoic acid), CC(CN)(C)N1CCOCC1 (2-methyl-2-morpholinopropan-1-amine). Yields the product C[C@]12CC[C@@]3([C@@H]([C@H]2CC[C@@H]2[C@]4(CC=C(C([C@@H]4CC[C@@]12C)(C)C)C1=CC=C(C(=O)O)C=C1)C)[C@@H](CC3)C(=C)C)NC(=O)NCC(C)(N3CCOCC3)C (4-((1R,3aS,5aR,5bR,7aR,11aS,11bR,13aR,13bR)-5a,5b,8,8,11a-pentamethyl-3a-(3-(2-methyl-2-morpholinopropyl)ureido)-1-(prop-1-en-2-yl)-2,3,3a,4,5,5a,5b,6,7,7a,8,11,11a,11b,12,13,13a,13b-octadecahydro-1H-cyclopenta[a]chrysen-9-yl)benzoic acid). Isolated yield 20.0%. Reaction SMILES: [N:1]([C@:4]12[CH2:39][CH2:38][C@@H:37]([C:40]([CH3:42])=[CH2:41])[C@@H:5]1[C@@H:6]1[C@@:19]([CH3:22])([CH2:20][CH2:21]2)[C@@:18]2([CH3:23])[C@@H:9]([C@:10]3([CH3:36])[C@@H:15]([CH2:16][CH2:17]2)[C:14]([CH3:25])([CH3:24])[C:13]([C:26]2[CH:35]=[CH:34][C:29]([C:30]([O:32]C)=[O:31])=[CH:28][CH:27]=2)=[CH:12][CH2:11]3)[CH2:8][CH2:7]1)=[C:2]=[O:3].CN(C)CCNC(=O)N[C@]12CC[C@@H](C(C)=C)[C@@H]1[C@@H]1[C@@](C)(CC2)[C@@]2(C)[C@@H]([C@]3(C)[C@@H](CC2)C(C)(C)C(C2C=CC(C(O)=O)=CC=2)=CC3)CC1.[CH3:90][C:91]([N:95]1[CH2:100][CH2:99][O:98][CH2:97][CH2:96]1)([CH3:94])[CH2:92][NH2:93]>>[CH3:22][C@:19]12[C@@:18]3([CH3:23])[C@@H:9]([C@:10]4([CH3:36])[C@@H:15]([CH2:16][CH2:17]3)[C:14]([CH3:24])([CH3:25])[C:13]([C:26]3[CH:27]=[CH:28][C:29]([C:30]([OH:32])=[O:31])=[CH:34][CH:35]=3)=[CH:12][CH2:11]4)[CH2:8][CH2:7][C@@H:6]1[C@H:5]1[C@H:37]([C:40]([CH3:42])=[CH2:41])[CH2:38][CH2:39][C@:4]1([NH:1][C:2]([NH:93][CH2:92][C:91]([CH3:90])([N:95]1[CH2:96][CH2:97][O:98][CH2:99][CH2:100]1)[CH3:94])=[O:3])[CH2:21][CH2:20]2. Procedure: The title compound was prepared in 20% yield from methyl 4-((1R,3aS,5aR,5bR,7aR,11aS,11bR,13aR,13bR)-3a-isocyanato-5a,5b,8,8,11a-pentamethyl-1-(prop-1-en-2-yl)-2,3,3a,4,5,5a,5b,6,7,7a,8,11,11a,11b,12,13,13a,13b-octadecahydro-1H-cyclopenta[a]chrysen-9-yl)benzoate following the same procedure as described for the preparation of 4-((1R,3aS,5aR,5bR,7aR,11aS,11bR,13aR,13bR)-3a-(3-(2-(dimethylamino)ethyl)ureido)-5a,5b,8,8,11a-pentamethyl-1-(prop-1-en-2-yl)-2,3,3a,4,5,5a,5b,6,7,7a,8,11,11a,11b,12,13,13...